Dataset: the Open Reaction Database (ORD), a public repository of structured organic reaction records. Task: describe an organic reaction: reactants, conditions, products, and yield Starting materials: [BH4-].[Na+] (sodium borohydride), ClC=1C=C(C=C(C#N)C#N)C=CC1Cl ((3,4-dichlorobenzylidene)malononitrile), Cl (hydrochloride). The solvent is C(C)O (ethanol), O1CCCC1 (tetrahydrofuran). Product: ClC=1C=C(CC(C#N)C#N)C=CC1Cl ((3,4-dichlorobenzyl)malononitrile). Isolated yield 70.0%. Reaction SMILES: [Cl:1][C:2]1[CH:3]=[C:4]([CH:11]=[CH:12][C:13]=1[Cl:14])[CH:5]=[C:6]([C:9]#[N:10])[C:7]#[N:8].[BH4-].[Na+].Cl>O1CCCC1.C(O)C>[Cl:1][C:2]1[CH:3]=[C:4]([CH:11]=[CH:12][C:13]=1[Cl:14])[CH2:5][CH:6]([C:7]#[N:8])[C:9]#[N:10] |f:1.2|. Procedure details: First, 4.46 g of (3,4-dichlorobenzylidene)malononitrile was dissolved in 20 ml of tetrahydrofuran, and while stirring at room temperature, a suspension of 0.19 g of sodium borohydride in 5 ml of ethanol was added dropwise, followed by stirring at room temperature for 30 minutes. Then, 10% hydrochloride acid was added and the mixture was extracted with diethyl ether. The organic layer was successively washed with 10% hydrochloric acid, a saturated aqueous sodium chloride solution, dried over anhy... Reactants: OCCO[C@@H]1CC2=CC[C@H]3[C@@H]4CCC([C@@]4(C)CC[C@@H]3[C@]2(CC1)C)=O (3β-(2-hydroxyethoxy)-androst-5-en-17-one), N1C=NC=C1 (imidazole), [Si](C)(C)(C(C)(C)C)Cl (t-butyldimethylsilyl chloride), O (water). Solvent: CN(C=O)C (dimethylformamide). The product is [Si](C)(C)(C(C)(C)C)OCCO[C@@H]1CC2=CC[C@H]3[C@@H]4CCC([C@@]4(C)CC[C@@H]3[C@]2(CC1)C)=O (3β-(2-tert-butyldimethylsilyloxyethoxy)-androst-5-en-17-one). The yield is 93.0%. RXN SMILES: [OH:1][CH2:2][CH2:3][O:4][C@H:5]1[CH2:22][CH2:21][C@@:20]2([CH3:23])[C:7](=[CH:8][CH2:9][C@@H:10]3[C@@H:19]2[CH2:18][CH2:17][C@@:15]2([CH3:16])[C@H:11]3[CH2:12][CH2:13][C:14]2=[O:24])[CH2:6]1.N1C=CN=C1.[Si:30](Cl)([C:33]([CH3:36])([CH3:35])[CH3:34])([CH3:32])[CH3:31].O>CN(C)C=O>[Si:30]([O:1][CH2:2][CH2:3][O:4][C@H:5]1[CH2:22][CH2:21][C@@:20]2([CH3:23])[C:7](=[CH:8][CH2:9][C@@H:10]3[C@@H:19]2[CH2:18][CH2:17][C@@:15]2([CH3:16])[C@H:11]3[CH2:12][CH2:13][C:14]2=[O:24])[CH2:6]1)([C:33]([CH3:36])([CH3:35])[CH3:34])([CH3:32])[CH3:31]. Procedure details: To a solution of 2.0 g of 3β-(2-hydroxyethoxy)-androst-5-en-17-one (Julia S. et al., Bull. Soc. Chim. France, 1960, 297) in 20 ml of dimethylformamide, 3.5 g of imidazole and 4.0 g of t-butyldimethylsilyl chloride were added at 0° C. After 12 hrs the mixture was poured into water and extracted with ethyl acetate. The organic layer was dried over sodium sulfate and evaporated to dryness under reduced pressure to give 2.5 g of crude 3β-(2-tert-butyldimethylsilyloxyethoxy)-androst-5-en-17-one. Reactants: O (water), C1=CC=CC=C1 (benzene), [I-].[Na+] (sodium iodide), ClC=1C=CC(=C(C(=O)C2=CC=CC=C2)C1)N1C(=NN=C1CCl)CNC(=O)OCC1=CC=CC=C1 (5-chloro-2-(3-carbobenzoxyaminomethyl-5-chloromethyl-4H-1,2,4-triazol-4-yl)-benzophenone), resultant mixture. Run in C(C)#N (acetonitrile). The product is ClC=1C=CC(=C(C(=O)C2=CC=CC=C2)C1)N1C(=NN=C1CI)CNC(=O)OCC1=CC=CC=C1 (5-chloro-2-(3-carbobenzoxyaminomethyl-5-iodomethyl-4H-1,2,4-triazol-4-yl)-benzophenone). Yield: 61.1%. RXN SMILES: [I-:1].[Na+].[Cl:3][C:4]1[CH:5]=[CH:6][C:7]([N:18]2[C:22]([CH2:23]Cl)=[N:21][N:20]=[C:19]2[CH2:25][NH:26][C:27]([O:29][CH2:30][C:31]2[CH:36]=[CH:35][CH:34]=[CH:33][CH:32]=2)=[O:28])=[C:8]([CH:17]=1)[C:9]([C:11]1[CH:16]=[CH:15][CH:14]=[CH:13][CH:12]=1)=[O:10].O.C1C=CC=CC=1>C(#N)C>[Cl:3][C:4]1[CH:5]=[CH:6][C:7]([N:18]2[C:22]([CH2:23][I:1])=[N:21][N:20]=[C:19]2[CH2:25][NH:26][C:27]([O:29][CH2:30][C:31]2[CH:36]=[CH:35][CH:34]=[CH:33][CH:32]=2)=[O:28])=[C:8]([CH:17]=1)[C:9]([C:11]1[CH:16]=[CH:15][CH:14]=[CH:13][CH:12]=1)=[O:10] |f:0.1|. Procedure details: To a solution of sodium iodide (1.51 g) in acetonitrile (30 ml), 5-chloro-2-(3-carbobenzoxyaminomethyl-5-chloromethyl-4H-1,2,4-triazol-4-yl)-benzophenone (5.0 g) is added, and the resultant mixture is stirred at room temperature for 18 hours. The reaction mixture is poured into water (100 ml) and shaken with benzene (50 ml) twice. The benzene layer is washed with water (100 ml) twice, dried over magnesium sulfate and evaporated under reduced pressure to remove the benzene. The residue is chromat... The reactants are BrC=1C=CC(=C(C(=O)N[C@H](C(=O)O)CC2=CC=C(C=C2)C2=C(C=CC=C2)OC2=CC=C(C=C2)C(F)(F)F)C1)OCCCCCCC ((2S)-(5-Bromo-2-heptyloxy-benzoylamino)-3-[2′-(4-trifluoromethyl-phenoxy)-biphenyl-4-yl]-propionic acid), C(C)(C)(C)C1=CC=C(C=C1)B(O)O (4-tert-butyl phenyl boronic acid). Yields the product C1(=CC=C(C=C1)C[C@@H](C(=O)O)NC(=O)C=1C=C(C=CC1)C1=CC=C(C=C1)C(C)(C)C)C1=CC=CC=C1 (3-Biphenyl-4-yl-(2S)-[(4′-tert-butyl-biphenyl-3-carbonyl)-amino]-propionic acid). The yield is 86.5%. Reaction SMILES: Br[C:2]1[CH:3]=[CH:4][C:5](OCCCCCCC)=[C:6]([CH:38]=1)[C:7]([NH:9][C@@H:10]([CH2:14][C:15]1[CH:20]=[CH:19][C:18]([C:21]2[CH:26]=[CH:25][CH:24]=[CH:23][C:22]=2OC2C=CC(C(F)(F)F)=CC=2)=[CH:17][CH:16]=1)[C:11]([OH:13])=[O:12])=[O:8].[C:47]([C:51]1[CH:56]=[CH:55][C:54](B(O)O)=[CH:53][CH:52]=1)([CH3:50])([CH3:49])[CH3:48]>>[C:18]1([C:21]2[CH:26]=[CH:25][CH:24]=[CH:23][CH:22]=2)[CH:19]=[CH:20][C:15]([CH2:14][C@H:10]([NH:9][C:7]([C:6]2[CH:38]=[C:2]([C:54]3[CH:55]=[CH:56][C:51]([C:47]([CH3:50])([CH3:49])[CH3:48])=[CH:52][CH:53]=3)[CH:3]=[CH:4][CH:5]=2)=[O:8])[C:11]([OH:13])=[O:12])=[CH:16][CH:17]=1. Reported procedure: 3-Biphenyl-4-yl-(2S)-[(3-bromo-benzoyl-amino)-propionic acid (100 mg, 0.23 mmol) was reacted with 4-tert-butyl phenyl boronic acid (0.125 mg, 0.69 mmol) by following general procedure D yielding the title compound (95 mg, 85%) as a white solid. The reactants are C(C)(=O)[O-].C(C)(=O)[O-].C(C)(=O)[O-].C(C)(=O)[O-].[Pb+4] (lead tetra-acetate), N#N.C(CCC)C1=C(C(=NC=C1)C(=O)N)C(=O)N (N2 n-butyl-2,3-pyridine-dicarboxamide), C(CCC)C1=C(C(=NC=C1)C(=O)N)C(=O)N (n-butyl-2,3-pyridine-dicarboxamide), CN(C=O)C (dimethylformamide). The solvent is O (water). Run at time 2 hour. Product: C(CCC)N1C(NC2=C(C1=O)N=CC=C2)=O (3-n-Butyl-Pyrido[3,2-d] Pyrimidine-2,4(1H,3H)-Dione). As a reaction SMILES: N#N.C([C:7]1[CH:12]=[CH:11][N:10]=[C:9]([C:13]([NH2:15])=[O:14])[C:8]=1C(N)=O)CCC.[CH2:19]([C:23]1C=CN=C(C(N)=O)C=1C(N)=O)[CH2:20][CH2:21]C.C[N:36](C)[CH:37]=[O:38].C([O-])(=O)C.C([O-])(=O)C.C([O-])(=O)C.C([O-])(=O)C.[Pb+4]>O>[CH2:23]([N:15]1[C:13](=[O:14])[C:9]2[N:10]=[CH:11][CH:12]=[CH:7][C:8]=2[NH:36][C:37]1=[O:38])[CH2:19][CH2:20][CH3:21] |f:0.1,4.5.6.7.8|. Reported procedure: A 100 ml. flask was charged with 9.0 g. of a mixture of N2 -n-butyl-2,3-pyridine-dicarboxamide and N3 -n-butyl-2,3-pyridine-dicarboxamide suspended in 70 g. dimethylformamide. An 18.0 g. portion of lead tetra-acetate was added, and the reaction mixture stirred at 60° for 2 hours. The reaction mixture was poured into 200 ml. water. The precipitate was filtered from the water, recrystallized from dioxane, and dried at 100°, for about 1 hour. The final yield of 3-n-butyl-pyrido[3,2-d] and 3-n-butyl...